Dataset: the Open Reaction Database (ORD), a public repository of structured organic reaction records. Task: describe an organic reaction: reactants, conditions, products, and yield The reactants are COc1ccc(Cn2nnnc2C(=O)Nc2cc(OCC(O)COc3ccc(C(C)=O)c(O)c3CCC(F)(F)F)c(Br)cc2C)cc1, COc1ccccc1, O=C(O)C(F)(F)F. Yields the product CC(=O)c1ccc(OCC(O)COc2cc(NC(=O)c3nnn[nH]3)c(C)cc2Br)c(CCC(F)(F)F)c1O. As a reaction SMILES: [C:1]([CH3:2])(=[O:3])[c:4]1[c:5]([OH:47])[c:6]([CH2:41][CH2:42][C:43]([F:44])([F:45])[F:46])[c:7]([O:8][CH2:9][CH:10]([CH2:11][O:12][c:13]2[cH:14][c:15]([NH:21][C:22](=[O:23])[c:24]3[n:25][n:26][n:27][n:28]3[CH2:29][c:30]3[cH:31][cH:32][c:33]([O:34][CH3:35])[cH:36][cH:37]3)[c:16]([CH3:20])[cH:17][c:18]2[Br:19])[OH:38])[cH:39][cH:40]1.[CH3:55][O:56][c:57]1[cH:58][cH:59][cH:60][cH:61][cH:62]1.[OH:48][C:49]([C:50]([F:51])([F:52])[F:53])=[O:54]>>[C:1]([CH3:2])(=[O:3])[c:4]1[c:5]([OH:47])[c:6]([CH2:41][CH2:42][C:43]([F:44])([F:45])[F:46])[c:7]([O:8][CH2:9][CH:10]([CH2:11][O:12][c:13]2[cH:14][c:15]([NH:21][C:22](=[O:23])[c:24]3[n:25][n:26][n:27][nH:28]3)[c:16]([CH3:20])[cH:17][c:18]2[Br:19])[OH:38])[cH:39][cH:40]1. Starting materials: C(C1=CC=CC=C1)C=1OC=CN1 (2-benzyloxazole), CS(=O)(=O)C=1COCC1 (3-methylsulfonyl-2,5-dihydrofuran). Product: C(C1=CC=CC=C1)C1=NC=C(C2=C1COC2)O (4-Benzyl-1,3-dihydro-furo[3,4-c]pyridin-7-ol). Reaction SMILES: [CH2:1]([C:8]1[O:9][CH:10]=[CH:11][N:12]=1)[C:2]1[CH:7]=[CH:6][CH:5]=[CH:4][CH:3]=1.CS([C:17]1[CH2:18][O:19][CH2:20][CH:21]=1)(=O)=O>>[CH2:1]([C:8]1[C:17]2[CH2:18][O:19][CH2:20][C:21]=2[C:10]([OH:9])=[CH:11][N:12]=1)[C:2]1[CH:7]=[CH:6][CH:5]=[CH:4][CH:3]=1. Procedure details: 11.2 g (70 millimoles) of 2-benzyloxazole and 10.5 g (70 millimoles) of 3-methylsulfonyl-2,5-dihydrofuran are heated for 7 hours at 160°. The unconverted starting compounds are distilled off in a high vacuum and the distillation residue is extracted with methylene chloride. The 4-benzyl-1,3-dihydro-furo[3,4-c]pyridin-7-ol contained in the extract is separated off by chromatography over silica gel (using methylene chloride and ethyl acetate). 4.3 g are obtained. Recrystallization from benzene/met... Reactants: Cl.Cl.NCCC1=CC=C(OC=2C=CC3=C(N(C(=N3)COC3=CC=C(CC4C(NC(S4)=O)=O)C=C3)C)C2)C=C1 (5-[4-[6-[4-(2-aminoethyl)phenoxy]-1-methyl-1H-benzimidazol-2-ylmethoxy]benzyl]thiazolidine-2,4-dione dihydrochloride), C(C)(C)N(C(C)C)CC (N,N-diisopropylethylamine), ClC1=CC=C(C=C1)S(=O)(=O)Cl (4-chlorobenzenesulfonyl chloride). Solvent: CN(C=O)C (N,N-dimethylformamide). Run at time 3.5 hour. Product: Cl.ClC1=CC=C(C=C1)S(=O)(=O)NCCC1=CC=C(C=C1)OC=1C=CC2=C(N(C(=N2)COC2=CC=C(C=C2)CC2C(NC(S2)=O)=O)C)C1 (4-Chloro-N-[2-(4-[2-[4-(2,4-dioxothiazolidin-5-ylmethyl)phenoxymethyl]-1-methyl-1H-benzimidazol-6-yloxy]phenyl)ethyl]benzenesulfonamide hydrochloride). The yield is 118.3%. RXN SMILES: Cl.Cl.[NH2:3][CH2:4][CH2:5][C:6]1[CH:38]=[CH:37][C:9]([O:10][C:11]2[CH:12]=[CH:13][C:14]3[N:18]=[C:17]([CH2:19][O:20][C:21]4[CH:34]=[CH:33][C:24]([CH2:25][CH:26]5[S:30][C:29](=[O:31])[NH:28][C:27]5=[O:32])=[CH:23][CH:22]=4)[N:16]([CH3:35])[C:15]=3[CH:36]=2)=[CH:8][CH:7]=1.C(N(CC)C(C)C)(C)C.[Cl:48][C:49]1[CH:54]=[CH:53][C:52]([S:55](Cl)(=[O:57])=[O:56])=[CH:51][CH:50]=1>CN(C)C=O>[ClH:48].[Cl:48][C:49]1[CH:54]=[CH:53][C:52]([S:55]([NH:3][CH2:4][CH2:5][C:6]2[CH:7]=[CH:8][C:9]([O:10][C:11]3[CH:12]=[CH:13][C:14]4[N:18]=[C:17]([CH2:19][O:20][C:21]5[CH:34]=[CH:33][C:24]([CH2:25][CH:26]6[S:30][C:29](=[O:31])[NH:28][C:27]6=[O:32])=[CH:23][CH:22]=5)[N:16]([CH3:35])[C:15]=4[CH:36]=3)=[CH:37][CH:38]=2)(=[O:57])=[O:56])=[CH:51][CH:50]=1 |f:0.1.2,6.7|. Procedure details: To a mixture of 5-[4-[6-[4-(2-aminoethyl)phenoxy]-1-methyl-1H-benzimidazol-2-ylmethoxy]benzyl]thiazolidine-2,4-dione dihydrochloride (0.4 g), N,N-diisopropylethylamine (0.27 g) and anhydrous N,N-dimethylformamide (15 ml) was added 4-chlorobenzenesulfonyl chloride (0.15 g) and the mixture was stirred at room temperature for 3.5 hours. The reaction mixture was concentrated and diluted with water and tetrahydrofuran and then extracted with ethyl acetate. The extract was washed with saturated aqueou... RXN SMILES: [CH:1]1([NH:6][NH2:7])[CH2:5][CH2:4][CH2:3][CH2:2]1.C(O[CH:11]=[C:12]([C:15]#[N:16])[C:13]#[N:14])C>CO>[NH2:16][C:15]1[N:6]([CH:1]2[CH2:5][CH2:4][CH2:3][CH2:2]2)[N:7]=[CH:11][C:12]=1[C:13]#[N:14]. Reaction conditions: time 8 hour. The product is NC1=C(C=NN1C1CCCC1)C#N (5-Amino-1-cyclopentyl-1H-pyrazole-4-carbonitrile). The reactants are C1(CCCC1)NN (Cyclopentylhydrazine), C(C)OC=C(C#N)C#N (ethoxymethylenemalononitrile). Solvent: CO (methanol). Reported procedure: Cyclopentylhydrazine (6.5 g, 64.9 mmol) is slowly added to a solution of ethoxymethylenemalononitrile (7.93 g, 64.9 mmol) in 100 ml of methanol at room temperature under argon, subsequently heated under reflux for 3 h and then stirred at room temperature overnight. The solvent is stripped off in a rotary evaporator and the residue is stirred with diethyl ether. The solid is filtered off with suction, washed with diethyl ether and dried under high vacuum. The reactants are COC(C1=C(C=C(C=C1)OCCCO/N=C/C1=CN(C2=CC=CC=C12)CC1=CC=CC=C1)NC(C1=CC=C(C=C1)C(C)(C)C)=O)=O (4-[3-({[(1E)-(1-benzyl-1H-indol-3-yl)methylidene]amino}oxy)-propoxy]-2-[(4-tert-butylbenzoyl)amino]benzoic acid methyl ester), [OH-].[Na+] (NaOH). The solvent is C(C)O.O.O1CCCC1 (ethanol water tetrahydrofuran). Yields the product C(C1=CC=CC=C1)N1C=C(C2=CC=CC=C12)\C=N\OCCCOC1=CC(=C(C(=O)O)C=C1)NC(C1=CC=C(C=C1)C(C)(C)C)=O (4-[3-({[(1E)-(1-Benzyl-1H-indol-3-yl)methylidene]amino}oxy)-propoxy]-2-[(4-tert-butylbenzoyl)amino]benzoic acid). RXN SMILES: C[O:2][C:3](=[O:46])[C:4]1[CH:9]=[CH:8][C:7]([O:10][CH2:11][CH2:12][CH2:13][O:14]/[N:15]=[CH:16]/[C:17]2[C:25]3[C:20](=[CH:21][CH:22]=[CH:23][CH:24]=3)[N:19]([CH2:26][C:27]3[CH:32]=[CH:31][CH:30]=[CH:29][CH:28]=3)[CH:18]=2)=[CH:6][C:5]=1[NH:33][C:34](=[O:45])[C:35]1[CH:40]=[CH:39][C:38]([C:41]([CH3:44])([CH3:43])[CH3:42])=[CH:37][CH:36]=1.[OH-].[Na+]>C(O)C.O.O1CCCC1>[CH2:26]([N:19]1[C:20]2[C:25](=[CH:24][CH:23]=[CH:22][CH:21]=2)[C:17](/[CH:16]=[N:15]/[O:14][CH2:13][CH2:12][CH2:11][O:10][C:7]2[CH:8]=[CH:9][C:4]([C:3]([OH:46])=[O:2])=[C:5]([NH:33][C:34](=[O:45])[C:35]3[CH:36]=[CH:37][C:38]([C:41]([CH3:43])([CH3:42])[CH3:44])=[CH:39][CH:40]=3)[CH:6]=2)=[CH:18]1)[C:27]1[CH:32]=[CH:31][CH:30]=[CH:29][CH:28]=1 |f:1.2,3.4.5|. Reported procedure: To a solution of 4-[3-({[(1E)-(1-benzyl-1H-indol-3-yl)methylidene]amino}oxy)-propoxy]-2-[(4-tert-butylbenzoyl)amino]benzoic acid methyl ester (0.229 g, 0.47 mmol) in ethanol/water/tetrahydrofuran (8/3/1) was added 2.5 N NaOH (6 mL, 15 mmol) and the reaction was heated at reflux for 45 minutes until all starting material was gone. It was cooled to room temperature, concentrated to a small volume in vacuo and acidified to pH 1 with 2N HCl solution. It was extracted with ethyl acetate, dried over m...